From a dataset of the Open Reaction Database (ORD), a public repository of structured organic reaction records. describe an organic reaction: reactants, conditions, products, and yield Reactants: [H-].[Na+] (sodium hydride), [Cl-].[NH4+] (ammonium chloride), ClC1=NC=NC(=C1)Cl (4,6-dichloropyrimidine), C(C#CC)O (2-butyn-1-ol). Run in O1CCCC1 (tetrahydrofuran), O1CCCC1 (tetrahydrofuran), O1CCCC1 (tetrahydrofuran). Conditions: time 20 minute. Product: ClC1=NC=NC(=C1)OCC#CC (4-chloro-6-(2-butynyloxy) pyrimidine). Yield: 85.9%. RXN SMILES: [H-].[Na+].[CH2:3]([OH:7])[C:4]#[C:5][CH3:6].[Cl:8][C:9]1[CH:14]=[C:13](Cl)[N:12]=[CH:11][N:10]=1.[Cl-].[NH4+]>O1CCCC1>[Cl:8][C:9]1[CH:14]=[C:13]([O:7][CH2:3][C:4]#[C:5][CH3:6])[N:12]=[CH:11][N:10]=1 |f:0.1,4.5|. Procedure: 1.05 g of sodium hydride (60% oil suspension) was suspended in 24 ml of tetrahydrofuran. 8 ml of tetrahydrofuran solution of 1.42 g of 2-butyn-1-ol was added dropwise at room temperature therein slowly, and the mixture was stirred for 20 minutes. Into the mixture was added dropwise 8 ml of tetrahydrofuran solution of 3 g of 4,6-dichloropyrimidine at 0° C. slowly, and stirred for 4 hours. The reaction mixture was poured into a saturated ammonium chloride aqueous solution, and the mixture was extr... Reactants: CC(C)(C)OC(=O)Nc1ccc(C#Cc2ccc(F)cc2)cc1N, CCOC(=O)CC(=O)c1cccc(-n2ccnn2)c1. Yields the product CC(C)(C)OC(=O)Nc1ccc(C#Cc2ccc(F)cc2)cc1NC(=O)CC(=O)c1cccc(-n2ccnn2)c1. As a reaction SMILES: [C:1]([CH3:2])([CH3:3])([CH3:4])[O:5][C:6]([NH:7][c:8]1[c:9]([NH2:23])[cH:10][c:11]([C:14]#[C:15][c:16]2[cH:17][cH:18][c:19]([F:22])[cH:20][cH:21]2)[cH:12][cH:13]1)=[O:24].[CH2:25]([O:27][C:28](=[O:26])[CH2:29][C:30]([c:31]1[cH:32][c:33](-[n:37]2[n:38][n:39][cH:40][cH:41]2)[cH:34][cH:35][cH:36]1)=[O:42])[CH3:43]>>[C:1]([CH3:2])([CH3:3])([CH3:4])[O:5][C:6]([NH:7][c:8]1[c:9]([NH:23][C:28](=[O:27])[CH2:29][C:30]([c:31]2[cH:32][c:33](-[n:37]3[n:38][n:39][cH:40][cH:41]3)[cH:34][cH:35][cH:36]2)=[O:42])[cH:10][c:11]([C:14]#[C:15][c:16]2[cH:17][cH:18][c:19]([F:22])[cH:20][cH:21]2)[cH:12][cH:13]1)=[O:24]. Starting materials: C(CC(O)(C(=O)O)CC(=O)O)(=O)O (citric acid), I(=O)(=O)(=O)[O-].[Na+] (sodium periodate), C(C=C)[C@H]1C(N([C@@H]([C@H](C1)C1=CC(=CC=C1)Cl)C1=CC=C(C=C1)Cl)[C@H](C(=O)OC(C)(C)C)CC)=O (tert-butyl (2S)-2-((3R,5R,6S)-3-allyl-5-(3-chlorophenyl)-6-(4-chlorophenyl)-2-oxopiperidin-1-yl)butanoate), C(C)#N (acetonitrile). Reagents/catalysts: O.[Ru](Cl)(Cl)Cl (ruthenium(III) chloride hydrate). Solvent: CCOC(=O)C (EtOAc), O (water), C(Cl)(Cl)(Cl)Cl (CCl4). Run at time 18 hour. Product: C(C)(C)(C)OC([C@H](CC)N1C([C@H](C[C@@H]([C@H]1C1=CC=C(C=C1)Cl)C1=CC(=CC=C1)Cl)CC(=O)O)=O)=O (2-((3R,5R,6S)-1-((S)-1-tert-Butoxy-1-oxobutan-2-yl)-5-(3-chlorophenyl)-6-(4-chlorophenyl)-2-oxopiperidin-3-yl)acetic acid). Reaction SMILES: C([C@@H]1C[C@H](C2C=CC=C(Cl)C=2)[C@@H:7]([C:17]2[CH:22]=[CH:21][C:20]([Cl:23])=[CH:19][CH:18]=2)[N:6]([C@@H:24]([CH2:32][CH3:33])[C:25]([O:27][C:28]([CH3:31])([CH3:30])[CH3:29])=[O:26])C1=O)C=C.[C:35](#N)[CH3:36].I([O-])(=O)(=O)=O.[Na+].[C:44]([OH:56])(=[O:55])[CH2:45][C:46]([CH2:51][C:52](O)=O)([C:48]([OH:50])=O)O>O.CCOC(C)=O.O.[Ru](Cl)(Cl)Cl.C(Cl)(Cl)(Cl)Cl>[C:28]([O:27][C:25](=[O:26])[C@@H:24]([N:6]1[C@H:7]([C:17]2[CH:18]=[CH:19][C:20]([Cl:23])=[CH:21][CH:22]=2)[C@@H:52]([C:36]2[CH:35]=[CH:18][CH:19]=[C:20]([Cl:23])[CH:21]=2)[CH2:51][C@H:46]([CH2:45][C:44]([OH:56])=[O:55])[C:48]1=[O:50])[CH2:32][CH3:33])([CH3:29])([CH3:30])[CH3:31] |f:2.3,7.8|. Procedure: To a rapidly stirring solution of 842 mg (1.67 mmol) of tert-butyl (2S)-2-((3S,5R,6S)-3-allyl-5-(3-chlorophenyl)-6-(4-chlorophenyl)-2-oxopiperidin-1-yl) butanoate (Example 1, Step G) in a mixture of 7 mL of water, 5 mL of acetonitrile and 5 mL of CCl4 was added sodium periodate (1.43 g, 6.70 mmol), followed by ruthenium(III) chloride hydrate (37.8 mg, 0.168 mmol). After being stirred vigorously for 18 h, the reaction was acidified (10% citric acid) and diluted with EtOAc. The reaction mixture wa... The reactants are [Br-], O=C(OCC1CO1)c1ccccc1, CCCC[N+](CCCC)(CCCC)CCCC, Cc1ccccc1, CC(C)(C)OC(=O)NC(Cc1ccc(O)c(O)c1)C(=O)O. Product: CC(C)(C)OC(=O)NC(Cc1ccc(O)c(O)c1)C(=O)OCC(O)COC(=O)c1ccccc1. Reaction SMILES: [Br-:35].[C:1]([c:2]1[cH:3][cH:4][cH:5][cH:6][cH:7]1)(=[O:8])[O:9][CH2:10][CH:11]1[O:12][CH2:13]1.[CH3:36][CH2:37][CH2:38][CH2:39][N+:40]([CH2:41][CH2:42][CH2:43][CH3:44])([CH2:45][CH2:46][CH2:47][CH3:48])[CH2:49][CH2:50][CH2:51][CH3:52].[CH3:53][c:54]1[cH:55][cH:56][cH:57][cH:58][cH:59]1.[OH:14][c:15]1[cH:16][c:17]([CH2:22][CH:23]([C:24](=[O:25])[OH:26])[NH:27][C:28](=[O:29])[O:30][C:31]([CH3:32])([CH3:33])[CH3:34])[cH:18][cH:19][c:20]1[OH:21]>>[C:1]([c:2]1[cH:3][cH:4][cH:5][cH:6][cH:7]1)(=[O:8])[O:9][CH2:10][CH:11]([OH:12])[CH2:13][O:26][C:24]([CH:23]([CH2:22][c:17]1[cH:16][c:15]([OH:14])[c:20]([OH:21])[cH:19][cH:18]1)[NH:27][C:28](=[O:29])[O:30][C:31]([CH3:32])([CH3:33])[CH3:34])=[O:25]. Starting materials: BrC(C#N)C (2-Bromopropionitrile), Cl.ClC1=CC=C(C=C1)C1N=C(N(C1C1=CC=C(C=C1)Cl)C(=O)N1CCNCC1)C1=C(C=C(C=C1)C(F)(F)F)OCC ([4,5-bis-(4-chloro-phenyl)-2-(2-ethoxy-4-trifluoromethyl-phenyl)-4,5-dihydro-imidazol-1-yl]-[piperazin-1-yl]-methanone hydrochloride), C(C)(C)N(CC)C(C)C (diisopropylethylamine). Run in CN(C=O)C (dimethylformamide). Conditions: time 8 hour. Product: ClC1=CC=C(C=C1)C1N=C(N(C1C1=CC=C(C=C1)Cl)C(=O)N1CCN(CC1)CCC#N)C1=C(C=C(C=C1)C(F)(F)F)OCC (3-{4-[4,5-bis-(4-chloro-phenyl)-2-(2-ethoxy-4-trifluoromethyl-phenyl)-4,5-dihydro-imidazole-1-carbonyl]-piperazin-1-yl}-propionitrile). As a reaction SMILES: Br[CH:2]([CH3:5])[C:3]#[N:4].Cl.[Cl:7][C:8]1[CH:13]=[CH:12][C:11]([CH:14]2[CH:18]([C:19]3[CH:24]=[CH:23][C:22]([Cl:25])=[CH:21][CH:20]=3)[N:17]([C:26]([N:28]3[CH2:33][CH2:32][NH:31][CH2:30][CH2:29]3)=[O:27])[C:16]([C:34]3[CH:39]=[CH:38][C:37]([C:40]([F:43])([F:42])[F:41])=[CH:36][C:35]=3[O:44][CH2:45][CH3:46])=[N:15]2)=[CH:10][CH:9]=1.C(N(C(C)C)CC)(C)C>CN(C)C=O>[Cl:7][C:8]1[CH:9]=[CH:10][C:11]([CH:14]2[CH:18]([C:19]3[CH:24]=[CH:23][C:22]([Cl:25])=[CH:21][CH:20]=3)[N:17]([C:26]([N:28]3[CH2:33][CH2:32][N:31]([CH2:5][CH2:2][C:3]#[N:4])[CH2:30][CH2:29]3)=[O:27])[C:16]([C:34]3[CH:39]=[CH:38][C:37]([C:40]([F:41])([F:43])[F:42])=[CH:36][C:35]=3[O:44][CH2:45][CH3:46])=[N:15]2)=[CH:12][CH:13]=1 |f:1.2|. Procedure: 2-Bromopropionitrile (10 uL, 0.120 mmol) was added to a mixture of [4,5-bis-(4-chloro-phenyl)-2-(2-ethoxy-4-trifluoromethyl-phenyl)-4,5-dihydro-imidazol-1-yl]-[piperazin-1-yl]-methanone hydrochloride and diisopropylethylamine (42 uL, 0.240 mmol) in dimethylformamide (1.0 mL). The reaction was stirred at room temperature overnight. Evaporation of the solvent and purification of the crude residue by flash chromatography over silica gel using 1-2% methanol in methylene chloride gave 3-{4-[4,5-bis-(... Starting materials: [BH4-], CCN(CC)C(=O)c1ccc2c(N=CC(O)(CC(C)(C)c3cc(F)ccc3OC)C(F)(F)F)cccc2n1, CCOC(C)=O, CCO, [Cl-], [Na+], [Na+]. Product: CCN(CC)C(=O)c1ccc2c(NCC(O)(CC(C)(C)c3cc(F)ccc3OC)C(F)(F)F)cccc2n1. RXN SMILES: [BH4-:39].[CH2:1]([CH3:2])[N:3]([C:4](=[O:5])[c:6]1[n:7][c:8]2[cH:9][cH:10][cH:11][c:12]([N:16]=[CH:17][C:18]([CH2:19][C:20]([CH3:21])([CH3:22])[c:23]3[c:24]([O:30][CH3:31])[cH:25][cH:26][c:27]([F:29])[cH:28]3)([C:32]([F:33])([F:34])[F:35])[OH:36])[c:13]2[cH:14][cH:15]1)[CH2:37][CH3:38].[CH3:43][CH2:44][O:45][C:46](=[O:47])[CH3:48].[CH3:49][CH2:50][OH:51].[Cl-:42].[Na+:40].[Na+:41]>>[CH2:1]([CH3:2])[N:3]([C:4](=[O:5])[c:6]1[n:7][c:8]2[cH:9][cH:10][cH:11][c:12]([NH:16][CH2:17][C:18]([CH2:19][C:20]([CH3:21])([CH3:22])[c:23]3[c:24]([O:30][CH3:31])[cH:25][cH:26][c:27]([F:29])[cH:28]3)([C:32]([F:33])([F:34])[F:35])[OH:36])[c:13]2[cH:14][cH:15]1)[CH2:37][CH3:38].